From a dataset of the Open Reaction Database (ORD), a public repository of structured organic reaction records. describe an organic reaction: reactants, conditions, products, and yield Starting materials: CCN(CC)Cc1ccc(N)cc1C(F)(F)F, CO, ClCCl, Cc1cc(-n2cnc3cccnc32)ccc1CC(=O)O. As a reaction SMILES: [CH2:21]([CH3:22])[N:23]([CH2:24][CH3:25])[CH2:26][c:27]1[c:28]([C:34]([F:35])([F:36])[F:37])[cH:29][c:30]([NH2:33])[cH:31][cH:32]1.[CH3:41][OH:42].[Cl:38][CH2:39][Cl:40].[n:1]1[cH:2][n:3](-[c:10]2[cH:11][c:12]([CH3:20])[c:13]([CH2:16][C:17](=[O:18])[OH:19])[cH:14][cH:15]2)[c:4]2[n:5][cH:6][cH:7][cH:8][c:9]12>>[n:1]1[cH:2][n:3](-[c:10]2[cH:11][c:12]([CH3:20])[c:13]([CH2:16][C:17](=[O:19])[NH:33][c:30]3[cH:29][c:28]([C:34]([F:35])([F:36])[F:37])[c:27]([CH2:26][N:23]([CH2:21][CH3:22])[CH2:24][CH3:25])[cH:32][cH:31]3)[cH:14][cH:15]2)[c:4]2[n:5][cH:6][cH:7][cH:8][c:9]12. The product is CCN(CC)Cc1ccc(NC(=O)Cc2ccc(-n3cnc4cccnc43)cc2C)cc1C(F)(F)F. Starting materials: [Na] (sodium), Cl.Cl.ClC1=CC=C(C=C1)NC(=S)NC(CCCCCCCCCCN(C)C)=N (1-(4-chlorophenyl)-3-[11-(dimethylamino)undecanimidoyl]-2-thiourea dihydrochloride), Cl.Cl.CN(CCCCCCCCCCC(=N)N)C (11-(dimethylamino)undecanamidine dihydrochloride), ClC1=CC=C(C=C1)N=C=S (4-chlorophenyl isothiocyanate). Solvent: C(C)(C)O (isopropyl alcohol), CC(=O)C (acetone), CC(=O)C (acetone). Yields the product ClC1=CC=C(C=C1)NC(=S)NC(CCCCCCCCCCN(C)C)=N (1-(4-Chlorophenyl)-3-[11-(dimethylamino)undecanimidoyl]-2-thiourea). RXN SMILES: [Na].Cl.Cl.CN(C)CCCCCCCCCCC(N)=N.ClC1C=CC(N=C=S)=CC=1.Cl.Cl.[Cl:32][C:33]1[CH:38]=[CH:37][C:36]([NH:39][C:40]([NH:42][C:43](=[NH:57])[CH2:44][CH2:45][CH2:46][CH2:47][CH2:48][CH2:49][CH2:50][CH2:51][CH2:52][CH2:53][N:54]([CH3:56])[CH3:55])=[S:41])=[CH:35][CH:34]=1>C(O)(C)C.CC(C)=O>[Cl:32][C:33]1[CH:34]=[CH:35][C:36]([NH:39][C:40]([NH:42][C:43](=[NH:57])[CH2:44][CH2:45][CH2:46][CH2:47][CH2:48][CH2:49][CH2:50][CH2:51][CH2:52][CH2:53][N:54]([CH3:56])[CH3:55])=[S:41])=[CH:37][CH:38]=1 |f:1.2.3,5.6.7,^1:0|. Reported procedure: Following a procedure similar to that described in Example 42 but using 2.8 g. sodium in 300 ml. dry acetone, 18.5 g. 11-(dimethylamino)undecanamidine dihydrochloride, and 11.9 g. 4-chlorophenyl isothiocyanate in 100 ml. dry acetone there was obtained 10.4 g. 1-(4-chlorophenyl)-3-[11-(dimethylamino)undecanimidoyl]-2-thiourea dihydrochloride; m.p. 130°-132°C. (from isopropyl alcohol). Reaction SMILES: [C:18](=[O:19])([O-:20])[O-:21].[K+:22].[K+:23].[N+:1](=[O:2])([O-:3])[c:4]1[c:5]([Cl:13])[cH:6][cH:7][c:8]([N+:10](=[O:11])[O-:12])[cH:9]1.[OH:14][CH2:15][CH2:16][OH:17].[c:24]1([CH3:25])[c:26]([CH3:27])[cH:28][cH:29][cH:30][cH:31]1>>[N+:1](=[O:2])([O-:3])[c:4]1[c:5]([O:14][CH2:15][CH2:16][OH:17])[cH:6][cH:7][c:8]([N+:10](=[O:11])[O-:12])[cH:9]1. The reactants are O=C([O-])[O-], [K+], [K+], O=[N+]([O-])c1ccc(Cl)c([N+](=O)[O-])c1, OCCO, Cc1ccccc1C. Yields the product O=[N+]([O-])c1ccc(OCCO)c([N+](=O)[O-])c1. Starting materials: ClC=1C=CC2=C(C=3N(C=4C=CC=C(C4C3)F)C(O2)C(=O)OCC)N1 (ethyl 2-chloro-11-fluoro-6H-pyrido[2′,3′:5,6][1,3]oxazino[3,4-a]indole-6-carboxylate), [Li+].[OH-] (LiOH), Cl (HCl). The solvent is O1CCOCC1.O (dioxane H2O). Run at temperature 80 celsius, time 2 hour. Yields the product ClC=1C=CC2=C(C=3N(C=4C=CC=C(C4C3)F)C(O2)C(=O)O)N1 (2-chloro-11-fluoro-6H-pyrido[2′,3′:5,6][1,3]oxazino[3,4-a]indole-6-carboxylic acid). Isolated yield 105.8%. As a reaction SMILES: [Cl:1][C:2]1[CH:3]=[CH:4][C:5]2[O:18][CH:17]([C:19]([O:21]CC)=[O:20])[N:8]3[C:9]4[CH:10]=[CH:11][CH:12]=[C:13]([F:16])[C:14]=4[CH:15]=[C:7]3[C:6]=2[N:24]=1.[Li+].[OH-].Cl>O1CCOCC1.O>[Cl:1][C:2]1[CH:3]=[CH:4][C:5]2[O:18][CH:17]([C:19]([OH:21])=[O:20])[N:8]3[C:9]4[CH:10]=[CH:11][CH:12]=[C:13]([F:16])[C:14]=4[CH:15]=[C:7]3[C:6]=2[N:24]=1 |f:1.2,4.5|. Procedure: A mixture of ethyl 2-chloro-11-fluoro-6H-pyrido[2′,3′:5,6][1,3]oxazino[3,4-a]indole-6-carboxylate (606 mg, 1.75 mmol) and LiOH (168 mg, 7.00 mmol) in dioxane/H2O (6 mL/5 mL) was stirred at 80° C. for 2 hours. The reaction was monitored using TLC. When the reaction was completed, 1 N HCl aqueous was added to the mixture until pH 4. The mixture was extracted with EtOAc (10 mL*3). The combined organic layer was washed with brine (30 mL), dried over Na2SO4 and concentrated under reduce pressure, aff...